From a dataset of the Open Reaction Database (ORD), a public repository of structured organic reaction records. describe an organic reaction: reactants, conditions, products, and yield The reactants are [O-]S(=O)(=O)[O-].[Mg+2] (MgSO4), COC(CN)OC (Aminoacetaldehyde dimethylacetal), C(C1=CC(OC)=C(OC)C=C1)=O (veratraldehyde). Solvent: C(Cl)(Cl)Cl (chloroform). Yields the product COC=1C=C(C=NCC(OC)OC)C=CC1OC ((3,4-Dimethoxybenzylidene)-(2,2-dimethoxyethyl)-amine). As a reaction SMILES: [CH3:1][O:2][CH:3]([O:6][CH3:7])[CH2:4][NH2:5].[O-]S([O-])(=O)=O.[Mg+2].[CH:14](=O)[C:15]1[CH:24]=[CH:23][C:20]([O:21][CH3:22])=[C:17]([O:18][CH3:19])[CH:16]=1>C(Cl)(Cl)Cl>[CH3:19][O:18][C:17]1[CH:16]=[C:15]([CH:24]=[CH:23][C:20]=1[O:21][CH3:22])[CH:14]=[N:5][CH2:4][CH:3]([O:6][CH3:7])[O:2][CH3:1] |f:1.2|. Procedure: Aminoacetaldehyde dimethylacetal (11 mL, 10.73 g, 0.102 mol) was dissolved in chloroform (50 mL) and MgSO4 (8.5 g) was added. Then veratraldehyde (10a, 9.22 g, 0.055 mol) was added and the mixture was stirred at room temperature. After 24 h the MgSO4 was filtered out and the filtrate was washed with water (200 mL), brine (200 mL), dried (Na2SO4) and concentrated to provide the imine, a light yellow liquid (13.90 g, 100%). 1H NMR (300 MHz, CDCl3) δ8.09 (s, 1H), 7.33 (d, J=1.8 Hz, 1H), 7.07 (dd, J...